Dataset: the Open Reaction Database (ORD), a public repository of structured organic reaction records. Task: describe an organic reaction: reactants, conditions, products, and yield Procedure details: To a stirred, room temperature, solution of 2,4-dimethylthiosemicarbazide (5.96 g, 50.0 mmol) and dry pyridine (100 mL) was added dropwise 3-fluorobenzoyl chloride (7.93 g, 50.0 mmol). After stirring overnight, the reaction mixture was evaporated at reduced pressure. The concentrate was slurried with water and that which did not dissolve was collected by filtration. Crystallization of this material from ethanol afforded the desired product as colorless needles, mp 202°-205° C. The reactants are CN(N)C(=S)NC (2,4-dimethylthiosemicarbazide), FC=1C=C(C(=O)Cl)C=CC1 (3-fluorobenzoyl chloride). Run at time 8 hour. RXN SMILES: [CH3:1][N:2]([C:4]([NH:6][CH3:7])=[S:5])[NH2:3].[F:8][C:9]1[CH:10]=[C:11]([CH:15]=[CH:16][CH:17]=1)[C:12](Cl)=[O:13]>N1C=CC=CC=1>[CH3:1][N:2]([C:4]([NH:6][CH3:7])=[S:5])[NH:3][C:12](=[O:13])[C:11]1[CH:15]=[CH:16][CH:17]=[C:9]([F:8])[CH:10]=1. The product is CN(NC(C1=CC(=CC=C1)F)=O)C(=S)NC (2,4-Dimethyl-1-(3-fluorobenzoyl)thiosemicarbazide). The solvent is N1=CC=CC=C1 (pyridine). Reactants: BrC1=CC(=C(C=C1)S(=O)(=O)NCC1OCCC1)C(F)(F)F (4-bromo-N-(tetrahydrofuran-2-ylmethyl)-2-trifluoromethylbenzenesulfonamide), C1(CCCCC1)N (cyclohexylamine), C=1C=CC(=CC1)P(C=2C=CC=CC2)C3=CC=C4C=CC=CC4=C3C5=C6C=CC=CC6=CC=C5P(C=7C=CC=CC7)C=8C=CC=CC8 (BINAP), C([O-])([O-])=O.[Cs+].[Cs+] (cesium carbonate). The reagents and catalysts are CC(=O)[O-].CC(=O)[O-].[Pd+2] (Pd(OAc)2). Solvent: C1(=CC=CC=C1)C (toluene). Run at time 6 hour. Product: C1(CCCCC1)NC1=CC(=C(C=C1)S(=O)(=O)NCC1OCCC1)C(F)(F)F (4-Cyclohexylamino-N-(tetrahydro-furan-2-ylmethyl)-2-trifluoromethyl-benzenesulfonamide). The yield is 29.0%. As a reaction SMILES: Br[C:2]1[CH:7]=[CH:6][C:5]([S:8]([NH:11][CH2:12][CH:13]2[CH2:17][CH2:16][CH2:15][O:14]2)(=[O:10])=[O:9])=[C:4]([C:18]([F:21])([F:20])[F:19])[CH:3]=1.[CH:22]1([NH2:28])[CH2:27][CH2:26][CH2:25][CH2:24][CH2:23]1.C1C=CC(P(C2C(C3C(P(C4C=CC=CC=4)C4C=CC=CC=4)=CC=C4C=3C=CC=C4)=C3C(C=CC=C3)=CC=2)C2C=CC=CC=2)=CC=1.C(=O)([O-])[O-].[Cs+].[Cs+]>C1(C)C=CC=CC=1.CC([O-])=O.CC([O-])=O.[Pd+2]>[CH:22]1([NH:28][C:2]2[CH:7]=[CH:6][C:5]([S:8]([NH:11][CH2:12][CH:13]3[CH2:17][CH2:16][CH2:15][O:14]3)(=[O:10])=[O:9])=[C:4]([C:18]([F:21])([F:20])[F:19])[CH:3]=2)[CH2:27][CH2:26][CH2:25][CH2:24][CH2:23]1 |f:3.4.5,7.8.9|. Procedure details: Mixture of 4-bromo-N-(tetrahydrofuran-2-ylmethyl)-2-trifluoromethylbenzenesulfonamide (200 mg, 0.51 mmol), cyclohexylamine (193 mg, 1.94 mmol), Pd(OAc)2 (22 mg, 0.10 mmol), BINAP (70 mg, 0.11 mmol) and cesium carbonate (340 mg, 1.01 mmol) in 15 ml toluene was relaxed for 6 hours. Toluene was evaporated in vacuum and crude oil was purified twice by Combiflash (PE-THF). Yield 29% Procedure: Starting from 4-bromo-2-chlorophenol (22 g, 110 mmol) in place of 4-nitro-3-trifluoromethylphenol, the title compound (22 g, 93%, m.p. 69-71° C.) was synthesized in essentially the same manner as described above for 4-nitro-3-trifluoromethylanisole in Step 1, Scheme 1. As a reaction SMILES: [Br:1][C:2]1[CH:7]=[CH:6][C:5]([OH:8])=[C:4]([Cl:9])[CH:3]=1.[N+]([C:13]1C=CC(OC)=CC=1C(F)(F)F)([O-])=O>>[Br:1][C:2]1[CH:7]=[CH:6][C:5]([O:8][CH3:13])=[C:4]([Cl:9])[CH:3]=1. The product is BrC1=CC(=C(C=C1)OC)Cl (4-Bromo-2-chloroanisole). Reactants: BrC1=CC(=C(C=C1)O)Cl (4-bromo-2-chlorophenol), [N+](=O)([O-])C1=C(C=C(C=C1)OC)C(F)(F)F (4-nitro-3-trifluoromethylanisole). Yield: 93.0%. Starting materials: CNc1cccc(NC(=O)COC(C)=O)c1C#N, CO, N. Yields the product CNc1cccc(NC(=O)CO)c1C#N. Reaction SMILES: [C:1](=[O:2])([CH3:3])[O:4][CH2:5][C:6](=[O:7])[NH:8][c:9]1[c:10]([C:11]#[N:12])[c:13]([NH:17][CH3:18])[cH:14][cH:15][cH:16]1.[CH3:20][OH:21].[NH3:19]>>[OH:4][CH2:5][C:6](=[O:7])[NH:8][c:9]1[c:10]([C:11]#[N:12])[c:13]([NH:17][CH3:18])[cH:14][cH:15][cH:16]1.